From a dataset of the Open Reaction Database (ORD), a public repository of structured organic reaction records. describe an organic reaction: reactants, conditions, products, and yield Starting materials: COC1=CC=C(C=C1)C(=O)C(=O)C1=CC=CC=C1 (4-methoxybenzil). The solvent is C(C)(=O)O (acetic acid), Br (hydrobromic acid). Product: OC1=CC=C(C=C1)C(=O)C(=O)C1=CC=CC=C1 (4-hydroxybenzil). The yield is 63.1%. As a reaction SMILES: C[O:2][C:3]1[CH:8]=[CH:7][C:6]([C:9]([C:11]([C:13]2[CH:18]=[CH:17][CH:16]=[CH:15][CH:14]=2)=[O:12])=[O:10])=[CH:5][CH:4]=1>C(O)(=O)C.Br>[OH:2][C:3]1[CH:4]=[CH:5][C:6]([C:9]([C:11]([C:13]2[CH:14]=[CH:15][CH:16]=[CH:17][CH:18]=2)=[O:12])=[O:10])=[CH:7][CH:8]=1. Procedure: A solution of 50 g (0.21 mole) of 4-methoxybenzil in 250 ml of acetic acid and 300 ml of 48% hydrobromic acid was heated to reflux for 10 hours. A solid that separated on cooling was recovered by filtration and the filtrate extracted with ether. The solid was dissolved in ether, the ether solutions combined and extracted with 10 % potassium hydroxide. The potassium hydroxide solution was washed with ether and neutralized with hydrochloric acid. The resulting solid was dissolved in ether, the sol... Reactants: ClCCl (dichloromethane), BrC=1N=C(N2C1C(=NC=C2)C)[C@@H]2CC[C@H](CC2)N2CCN(CC2)C (1-bromo-8-methyl-3-((trans)-4-(4-methylpiperazin-1-yl)cyclohexyl)imidazo[1,5-a]pyrazine), COC1=C2C=C(N(C2=CC=C1)C)C(=O)NC1=C(C=C(C=C1)B1OC(C(O1)(C)C)(C)C)OC (4-methoxy-N-(2-methoxy-4-(4,4,5,5-tetramethyl-1,3,2-dioxaborolan-2-yl)phenyl)-1-methyl-1H-indole-2-carboxamide), C([O-])([O-])=O.[K+].[K+] (potassium carbonate). The reagents and catalysts are [Pd](Cl)Cl.C1(=CC=CC=C1)P([C-]1C=CC=C1)C1=CC=CC=C1.[C-]1(C=CC=C1)P(C1=CC=CC=C1)C1=CC=CC=C1.[Fe+2] (1,1′-bis(diphenylphosphino)ferrocene palladium (II) chloride). Solvent: O (water), O1CCOCC1 (dioxane). Reaction conditions: temperature 100 celsius. Product: COC1=C2C=C(N(C2=CC=C1)C)C(=O)NC1=C(C=C(C=C1)C=1N=C(N2C1C(=NC=C2)C)[C@@H]2CC[C@H](CC2)N2CCN(CC2)C)OC (4-methoxy-N-(2-methoxy-4-(8-methyl-3-((trans)-4-(4-methylpiperazin-1-yl)cyclohexyl)imidazo[1,5-a]pyrazin-1-yl)phenyl)-1-methyl-1H-indole-2-carboxamide). Yield: 31.8%. As a reaction SMILES: Br[C:2]1[N:3]=[C:4]([C@H:12]2[CH2:17][CH2:16][C@H:15]([N:18]3[CH2:23][CH2:22][N:21]([CH3:24])[CH2:20][CH2:19]3)[CH2:14][CH2:13]2)[N:5]2[CH:10]=[CH:9][N:8]=[C:7]([CH3:11])[C:6]=12.[CH3:25][O:26][C:27]1[CH:35]=[CH:34][CH:33]=[C:32]2[C:28]=1[CH:29]=[C:30]([C:37]([NH:39][C:40]1[CH:45]=[CH:44][C:43](B3OC(C)(C)C(C)(C)O3)=[CH:42][C:41]=1[O:55][CH3:56])=[O:38])[N:31]2[CH3:36].C(=O)([O-])[O-].[K+].[K+].ClCCl>O1CCOCC1.[Pd](Cl)Cl.C1(P(C2C=CC=CC=2)[C-]2C=CC=C2)C=CC=CC=1.[C-]1(P(C2C=CC=CC=2)C2C=CC=CC=2)C=CC=C1.[Fe+2].O>[CH3:25][O:26][C:27]1[CH:35]=[CH:34][CH:33]=[C:32]2[C:28]=1[CH:29]=[C:30]([C:37]([NH:39][C:40]1[CH:45]=[CH:44][C:43]([C:2]3[N:3]=[C:4]([C@H:12]4[CH2:17][CH2:16][C@H:15]([N:18]5[CH2:23][CH2:22][N:21]([CH3:24])[CH2:20][CH2:19]5)[CH2:14][CH2:13]4)[N:5]4[CH:10]=[CH:9][N:8]=[C:7]([CH3:11])[C:6]=34)=[CH:42][C:41]=1[O:55][CH3:56])=[O:38])[N:31]2[CH3:36] |f:2.3.4,7.8.9.10|. Reported procedure: To a stirred suspension of 1-bromo-8-methyl-3-((trans)-4-(4-methylpiperazin-1-yl)cyclohexyl)imidazo[1,5-a]pyrazine (1.04 g) and 4-methoxy-N-(2-methoxy-4-(4,4,5,5-tetramethyl-1,3,2-dioxaborolan-2-yl)phenyl)-1-methyl-1H-indole-2-carboxamide (2.227 mmol, 0.972 g) in dioxane (18 mL) and 2 M aqueous potassium carbonate (10.6 mmol, 5.3 mL) under a nitrogen atmosphere was added 1,1′-bis(diphenylphosphino)ferrocene palladium (II) chloride, complex with dichloromethane (0.212 mmol, 0.171 g) and the react... Reactants: C1(=CC=CC=C1)[C@H]1[C@@H](C1)C(=O)Cl (trans-2-phenyl-1-cyclopropanecarbonyl chloride), Cl.Cl.C1(CCCC1)N1CCNCC1 (1-cyclopentylpiperazine dihydrochloride). Product: C1(CCCC1)N1CCN(CC1)C(=O)[C@H]1[C@@H](C1)C1=CC=CC=C1 (trans-(4-Cyclopentylpiperazin-1-yl)-(2-phenylcyclopropyl)methanone). Reaction SMILES: [C:1]1([C@@H:7]2[CH2:9][C@H:8]2[C:10](Cl)=[O:11])[CH:6]=[CH:5][CH:4]=[CH:3][CH:2]=1.Cl.Cl.[CH:15]1([N:20]2[CH2:25][CH2:24][NH:23][CH2:22][CH2:21]2)[CH2:19][CH2:18][CH2:17][CH2:16]1>>[CH:15]1([N:20]2[CH2:21][CH2:22][N:23]([C:10]([C@@H:8]3[CH2:9][C@H:7]3[C:1]3[CH:6]=[CH:5][CH:4]=[CH:3][CH:2]=3)=[O:11])[CH2:24][CH2:25]2)[CH2:16][CH2:17][CH2:18][CH2:19]1 |f:1.2.3|. Procedure details: This example was prepared according to Example 4 utilizing trans-2-phenyl-1-cyclopropanecarbonyl chloride and 1-cyclopentylpiperazine dihydrochloride, which was prepared according to Zaragoza, et. al. J. Med. Chem. 2004, 47, 2833-2838. m/z (ES+) M+1=299.2; HPLC tR=1.61 min. 1H NMR (500 MHz, CDCl3) δ 7.29-7.24 (m, 2H), 7.21-7.15 (m, 1H), 7.10 (d, J=7.0 Hz, 2H), 3.72-3.57 (m, 4H), 2.53-2.42 (m, 6H), 1.98-1.93 (m, 1H), 1.88-1.79 (m, 2H), 1.73-1.61 (m, 3H), 1.59-1.49 (m, 2H), 1.44-1.35 (m, 2H), 1.25... Reactants: CC(=O)N1CCNCC1, CC(=O)O[BH-](OC(C)=O)OC(C)=O, CCOC(C)=O, O=Cc1ccc(-c2ccc(C(CC3CCOCC3)c3ccc(S(=O)(=O)C4CC4)cc3)[nH]2)nc1, ClCCCl, [Na+]. The product is CC(=O)N1CCN(Cc2ccc(-c3ccc(C(CC4CCOCC4)c4ccc(S(=O)(=O)C5CC5)cc4)[nH]3)nc2)CC1. RXN SMILES: [C:34]([CH3:35])(=[O:36])[N:37]1[CH2:38][CH2:39][NH:40][CH2:41][CH2:42]1.[C:43]([O:44][BH-:45]([O:46][C:47](=[O:48])[CH3:49])[O:50][C:51](=[O:52])[CH3:53])(=[O:54])[CH3:55].[CH3:61][CH2:62][O:63][C:64](=[O:65])[CH3:66].[CH:1]1([S:4](=[O:5])(=[O:6])[c:7]2[cH:8][cH:9][c:10]([CH:13]([CH2:14][CH:15]3[CH2:16][CH2:17][O:18][CH2:19][CH2:20]3)[c:21]3[cH:22][cH:23][c:24](-[c:26]4[cH:27][cH:28][c:29]([CH:32]=[O:33])[cH:30][n:31]4)[nH:25]3)[cH:11][cH:12]2)[CH2:2][CH2:3]1.[Cl:57][CH2:58][CH2:59][Cl:60].[Na+:56]>>[CH:1]1([S:4](=[O:5])(=[O:6])[c:7]2[cH:8][cH:9][c:10]([CH:13]([CH2:14][CH:15]3[CH2:16][CH2:17][O:18][CH2:19][CH2:20]3)[c:21]3[cH:22][cH:23][c:24](-[c:26]4[cH:27][cH:28][c:29]([CH2:32][N:40]5[CH2:39][CH2:38][N:37]([C:34]([CH3:35])=[O:36])[CH2:42][CH2:41]5)[cH:30][n:31]4)[nH:25]3)[cH:11][cH:12]2)[CH2:2][CH2:3]1. Reactants: BrCCCCOC1=CC=CC=C1 (4-Bromobutoxybenzene), FC1=C(C=CC=C1F)B(O)O (2,3-difluorophenylboronic acid), C([O-])([O-])=O.[K+].[K+] (potassium carbonate). The reagents and catalysts are Cl[Pd]([P](C1=CC=CC=C1)(C2=CC=CC=C2)C3=CC=CC=C3)([P](C4=CC=CC=C4)(C5=CC=CC=C5)C6=CC=CC=C6)Cl (Pd(Ph3P)2Cl2). Solvent: O (water), C1(=CC=CC=C1)C (toluene), C1(=CC=CC=C1)C (toluene), O (water). Run at temperature 25 celsius. The product is C(CCC)OC1=CC=C(C=C1)C1=C(C(=CC=C1)F)F (4′-butoxy-2,3-difluoro-1,1′-biphenyl). The yield is 78.1%. RXN SMILES: Br[CH2:2][CH2:3][CH2:4][CH2:5][O:6][C:7]1[CH:12]=[CH:11][CH:10]=[CH:9][CH:8]=1.[F:13][C:14]1[C:19]([F:20])=[CH:18][CH:17]=[CH:16][C:15]=1B(O)O.C(=O)([O-])[O-].[K+].[K+]>Cl[Pd](Cl)([P](C1C=CC=CC=1)(C1C=CC=CC=1)C1C=CC=CC=1)[P](C1C=CC=CC=1)(C1C=CC=CC=1)C1C=CC=CC=1.C1(C)C=CC=CC=1.O>[CH2:5]([O:6][C:7]1[CH:12]=[CH:11][C:10]([C:18]2[CH:17]=[CH:16][CH:15]=[C:14]([F:13])[C:19]=2[F:20])=[CH:9][CH:8]=1)[CH2:4][CH2:3][CH3:2] |f:2.3.4,^1:32,51|. Reported procedure: 4-Bromobutoxybenzene (16) (50.0 g), 2,3-difluorophenylboronic acid (17) (37.9 g), potassium carbonate (90.5 g), Pd(Ph3P)2Cl2 (4.6 g), toluene (200 ml), Solmix A-11 (200 ml) and water (200 ml) were put in a reaction vessel under a nitrogen atmosphere, and heated under reflux for 2 hours. The reaction mixture was cooled to 25° C., and then poured into water (500 ml) and toluene (500 ml), and mixed. The mixture was then allowed to stand until it had separated into two phases of organic and aqueous ... Reactants: BrCc1ccccc1, CC(C)(C)OC(=O)N1CCC2(CC1)C(=O)NCN2c1ccc(F)cc1, [H-], [Na+], CN(C)C=O, O=C(O)CC(O)(CC(=O)O)C(=O)O. Yields the product CC(C)(C)OC(=O)N1CCC2(CC1)C(=O)N(Cc1ccccc1)CN2c1ccc(F)cc1. RXN SMILES: [Br:28][CH2:29][c:30]1[cH:31][cH:32][cH:33][cH:34][cH:35]1.[C:1]([CH3:2])([CH3:3])([CH3:4])[O:5][C:6](=[O:7])[N:8]1[CH2:9][CH2:10][C:11]2([C:12](=[O:23])[NH:13][CH2:14][N:15]2[c:16]2[cH:17][cH:18][c:19]([F:22])[cH:20][cH:21]2)[CH2:24][CH2:25]1.[H-:27].[Na+:26].[O:49]=[CH:50][N:51]([CH3:52])[CH3:53].[OH:36][C:37]([CH2:38][C:39]([C:40](=[O:41])[OH:42])([CH2:43][C:44](=[O:45])[OH:46])[OH:47])=[O:48]>>[C:1]([CH3:2])([CH3:3])([CH3:4])[O:5][C:6](=[O:7])[N:8]1[CH2:9][CH2:10][C:11]2([C:12](=[O:23])[N:13]([CH2:29][c:30]3[cH:31][cH:32][cH:33][cH:34][cH:35]3)[CH2:14][N:15]2[c:16]2[cH:17][cH:18][c:19]([F:22])[cH:20][cH:21]2)[CH2:24][CH2:25]1. Starting materials: CC(C)O, CN1C(=O)C(F)(F)CN(C2CCC2)c2nc(Cl)ncc21, CN(C)CCCNC(=O)c1ccc(N)cc1, O, Cc1ccccc1S(=O)(=O)O. Product: CN(C)CCCNC(=O)c1ccc(Nc2ncc3c(n2)N(C2CCC2)CC(F)(F)C(=O)N3C)cc1. As a reaction SMILES: [CH:49]([OH:50])([CH3:51])[CH3:52].[Cl:1][c:2]1[n:3][cH:4][c:5]2[c:6]([n:20]1)[N:7]([CH:16]1[CH2:17][CH2:18][CH2:19]1)[CH2:8][C:9]([F:14])([F:15])[C:10](=[O:13])[N:11]2[CH3:12].[NH2:33][c:34]1[cH:35][cH:36][c:37]([C:38](=[O:39])[NH:40][CH2:41][CH2:42][CH2:43][N:44]([CH3:45])[CH3:46])[cH:47][cH:48]1.[OH2:21].[c:22]1([CH3:23])[c:24]([S:25]([OH:26])(=[O:27])=[O:28])[cH:29][cH:30][cH:31][cH:32]1>>[c:2]1([NH:33][c:34]2[cH:35][cH:36][c:37]([C:38](=[O:39])[NH:40][CH2:41][CH2:42][CH2:43][N:44]([CH3:45])[CH3:46])[cH:47][cH:48]2)[n:3][cH:4][c:5]2[c:6]([n:20]1)[N:7]([CH:16]1[CH2:17][CH2:18][CH2:19]1)[CH2:8][C:9]([F:14])([F:15])[C:10](=[O:13])[N:11]2[CH3:12].